This data is from the Open Reaction Database (ORD), a public repository of structured organic reaction records. The task is: describe an organic reaction: reactants, conditions, products, and yield The reactants are m-phenoxybenzyl ester, N[C@@H](C(C)C)C(=O)O (valine), S(O)(O)(=O)=O (sulfuric acid), S(O)(O)(=O)=O (sulfuric acid), C1(CCCCC1)=O (Cyclohexanone), C(#N)[BH3-].[Na+] (sodium cyanoborohydride). Solvent: CO (methanol). Reaction conditions: time 24 hour. Product: m-phenoxybenzyl ester, C1(CCCCC1)N[C@@H](C(C)C)C(=O)O (N-cyclohexylvaline). Reaction SMILES: [NH2:1][C@H:2]([C:6]([OH:8])=[O:7])[CH:3]([CH3:5])[CH3:4].S(=O)(=O)(O)O.[C:14]1(=O)[CH2:19][CH2:18][CH2:17][CH2:16][CH2:15]1.C([BH3-])#N.[Na+]>CO>[CH:14]1([NH:1][C@H:2]([C:6]([OH:8])=[O:7])[CH:3]([CH3:5])[CH3:4])[CH2:19][CH2:18][CH2:17][CH2:16][CH2:15]1 |f:3.4|. Reported procedure: To the m-phenoxybenzyl ester of valine (2 g, 0.0067 mole) in methanol (30 ml) is added concentrated sulfuric acid to bring to about pH 6. Cyclohexanone (0.6 g, 0.006 mole) is then added followed by 3 A molecular sieves and sodium cyanoborohydride (0.25, g, 0.004 mole). Additional sulfuric acid is added to keep pH at about 6. After about 24 hours, the reaction is worked up by removing methanol by rotoevaporation and the residue is poured into water and 10% sodium carbonate followed by extraction ...